From a dataset of the Open Reaction Database (ORD), a public repository of structured organic reaction records. describe an organic reaction: reactants, conditions, products, and yield The reactants are C(C1=CC=CC=C1)OC1=NC(=NC=C1)NC=1C=C(C=C(C1)C)C1=CN=C(S1)C(C(F)(F)F)(C)O (2-[5-(3-{[4-(benzyloxy)pyrimidin-2-yl]-amino}-5-methylphenyl)-1,3-thiazol-2-yl]-1,1,1-trifluoropropan-2-ol), [H][H] (hydrogen), [H][H] (hydrogen), C(C)O (ethanol), C(C)(=O)O (acetic acid). Reagents/catalysts: [Pd] (Palladium on carbon). The solvent is C(C)(=O)OCC (ethyl acetate), CO (methanol). Reaction conditions: time 8 hour. Yields the product CC=1C=C(C=C(C1)C1=CN=C(S1)C(C(F)(F)F)(C)O)NC1=NC=CC(=N1)O (2-({3-methyl-5-[2-(1,1,1-trifluoro-2-hydroxypropan-2-yl)-1,3-thiazol-5-yl]phenyl}amino)pyrimidin-4-ol). Isolated yield 78.1%. Reaction SMILES: C([O:8][C:9]1[CH:14]=[CH:13][N:12]=[C:11]([NH:15][C:16]2[CH:17]=[C:18]([C:23]3[S:27][C:26]([C:28]([OH:34])([CH3:33])[C:29]([F:32])([F:31])[F:30])=[N:25][CH:24]=3)[CH:19]=[C:20]([CH3:22])[CH:21]=2)[N:10]=1)C1C=CC=CC=1.C(O)C.C(O)(=O)C.[H][H]>[Pd].CO.C(OCC)(=O)C>[CH3:22][C:20]1[CH:21]=[C:16]([NH:15][C:11]2[N:10]=[C:9]([OH:8])[CH:14]=[CH:13][N:12]=2)[CH:17]=[C:18]([C:23]2[S:27][C:26]([C:28]([OH:34])([CH3:33])[C:29]([F:32])([F:30])[F:31])=[N:25][CH:24]=2)[CH:19]=1. Procedure: Palladium on carbon (10 wt %) (50 mg, 0.05 mmol) was added to a flask that was evacuated and backfilled with argon (3×). A solution of 2-[5-(3-{[4-(benzyloxy)pyrimidin-2-yl]-amino}-5-methylphenyl)-1,3-thiazol-2-yl]-1,1,1-trifluoropropan-2-ol (Example 94B-1, 230 mg, 0.47 mmol) in a mixture of methanol (4 mL), ethanol (3 mL) and ethyl acetate (2 mL) was added followed by the addition of acetic acid (50 μL, 0.87 mmol). A hydrogen balloon was placed on top of the reaction and the reaction was evacua... The reactants are ClC1=CC(=C(C=C1)N)CC1=C(C=CC=C1)Cl ([4-chloro-2-(2-chlorobenzyl)phenyl]amine), N1=CC=CC=C1 (pyridine), COC=1C=C(C=CC1)S(=O)(=O)Cl (3-methoxybenzenesulfonyl chloride). The solvent is C1CCOC1 (THF), C(C)(=O)OCC (ethyl acetate). Conditions: time 18 hour. Product: ClC1=CC(=C(C=C1)NS(=O)(=O)C1=CC(=CC=C1)OC)CC1=C(C=CC=C1)Cl (N-[4-chloro-2-(2-chlorobenzyl)phenyl]-3-methoxybenzenesulfonamide). The yield is 56.0%. As a reaction SMILES: [Cl:1][C:2]1[CH:7]=[CH:6][C:5]([NH2:8])=[C:4]([CH2:9][C:10]2[CH:15]=[CH:14][CH:13]=[CH:12][C:11]=2[Cl:16])[CH:3]=1.N1C=CC=CC=1.[CH3:23][O:24][C:25]1[CH:26]=[C:27]([S:31](Cl)(=[O:33])=[O:32])[CH:28]=[CH:29][CH:30]=1>C1COCC1.C(OCC)(=O)C>[Cl:1][C:2]1[CH:7]=[CH:6][C:5]([NH:8][S:31]([C:27]2[CH:28]=[CH:29][CH:30]=[C:25]([O:24][CH3:23])[CH:26]=2)(=[O:33])=[O:32])=[C:4]([CH2:9][C:10]2[CH:15]=[CH:14][CH:13]=[CH:12][C:11]=2[Cl:16])[CH:3]=1. Procedure details: Starting with 0.71 g of [4-chloro-2-(2-chlorobenzyl)phenyl]amine dissolved in 5 ml of THF are added 0.4 ml of pyridine and 0.8 g of 3-methoxybenzenesulfonyl chloride, and the mixture is left at room temperature for 18 hours. The reaction medium is taken up in ethyl acetate and washed with water. The organic phase is dried over anhydrous sodium sulfate and concentrated. The residue is chromatographed on a column of silica gel, eluting with a 90/10 (v/v) cyclohexane/ethyl acetate solvent mixture t... Reactants: crude intermediate, Cl (HCl), O1CCOCC1 (Dioxane), N[C@@H]1CC[C@H](CC1)NC1=NC=C(C(=C1)C1=NC(=CC=C1)NC[C@@H]1CN(CCC1)C(=O)OC(C)(C)C)Cl ((R)-tert-butyl 3-((2′-(trans-4-aminocyclohexylamino)-5′-chloro-2,4′-bipyridin-6-yl-amino)methyl)piperidine-1-carboxylate), TEA, C(OCC1=CC=CC=C1)(ON1C(CCC1=O)=O)=O (benzyl 2,5-dioxopyrrolidin-1-yl carbonate). Run in C(C)(=O)OCC (ethyl acetate), C(Cl)Cl (DCM). Reaction conditions: time 2 hour. Yields the product ClC=1C(=CC(=NC1)N[C@@H]1CC[C@H](CC1)NC(OCC1=CC=CC=C1)=O)C1=NC(=CC=C1)N(C)[C@@H]1CNCCC1 (benzyl trans-4-(5′-chloro-6-((S)-piperidin-3-yl-methylamino)-2,4′-bipyridin-2′-yl-amino)cyclohexylcarbamate). Yield: 78.0%. As a reaction SMILES: [NH2:1][C@H:2]1[CH2:7][CH2:6][C@H:5]([NH:8][C:9]2[CH:14]=[C:13]([C:15]3[CH:20]=[CH:19][CH:18]=[C:17]([NH:21][CH2:22][C@H]4CCCN(C(OC(C)(C)C)=O)C4)[N:16]=3)[C:12]([Cl:36])=[CH:11][N:10]=2)[CH2:4][CH2:3]1.[C:37](=[O:54])(ON1C(=O)CCC1=O)[O:38][CH2:39][C:40]1[CH:45]=[CH:44][CH:43]=[CH:42][CH:41]=1.Cl.O1[CH2:61][CH2:60]OCC1>C(OCC)(=O)C.C(Cl)Cl>[Cl:36][C:12]1[C:13]([C:15]2[CH:20]=[CH:19][CH:18]=[C:17]([N:21]([C@H:61]3[CH2:60][CH2:4][CH2:5][NH:8][CH2:9]3)[CH3:22])[N:16]=2)=[CH:14][C:9]([NH:8][C@H:5]2[CH2:6][CH2:7][C@H:2]([NH:1][C:37](=[O:54])[O:38][CH2:39][C:40]3[CH:41]=[CH:42][CH:43]=[CH:44][CH:45]=3)[CH2:3][CH2:4]2)=[N:10][CH:11]=1. Procedure details: A mixture of (R)-tert-butyl 3-((2′-(trans-4-aminocyclohexylamino)-5′-chloro-2,4′-bipyridin-6-yl-amino)methyl)piperidine-1-carboxylate (36 mg, 0.070 mmol), DCM (1.2 ml), TEA (0.019 ml, 0.140 mmol) and benzyl 2,5-dioxopyrrolidin-1-yl carbonate (26.1 mg, 0.105 mmol) was stirred at ambient temperature for 2 hours and the reaction progress was followed by LCMS. To this crude reaction mixture was added 25 ml of ethyl acetate, washed with 2M sodium carbonate, water (2×) and saturated salt solution (1×)...